Dataset: the Open Reaction Database (ORD), a public repository of structured organic reaction records. Task: describe an organic reaction: reactants, conditions, products, and yield The reactants are NO (Hydroxylamine), C(C)N(C1=C(C(=NN1C1=CC=C(C=C1)O)CC)C#N)CC (5-(diethylamino)-3-ethyl-1-(4-hydroxyphenyl)-1H-pyrazole-4-carbonitrile). The solvent is CS(=O)C (DMSO). Conditions: temperature 160 celsius. Yields the product C(C)N(C1=C(C(=NN1C1=CC=C(C=C1)O)CC)/C(/N)=N/O)CC ((Z)-5-(diethylamino)-3-ethyl-N′-hydroxy-1-(4-hydroxyphenyl)-1H-pyrazole-4-carboximidamide). Yield: 32.7%. Reaction SMILES: [NH2:1][OH:2].[CH2:3]([N:5]([CH2:22][CH3:23])[C:6]1[N:10]([C:11]2[CH:16]=[CH:15][C:14]([OH:17])=[CH:13][CH:12]=2)[N:9]=[C:8]([CH2:18][CH3:19])[C:7]=1[C:20]#[N:21])[CH3:4]>CS(C)=O>[CH2:22]([N:5]([CH2:3][CH3:4])[C:6]1[N:10]([C:11]2[CH:16]=[CH:15][C:14]([OH:17])=[CH:13][CH:12]=2)[N:9]=[C:8]([CH2:18][CH3:19])[C:7]=1/[C:20](=[N:1]/[OH:2])/[NH2:21])[CH3:23]. Procedure: Hydroxylamine (50 wt % solution in water, 0.45 mL, 7.3 mmol) was added to 5-(diethylamino)-3-ethyl-1-(4-hydroxyphenyl)-1H-pyrazole-4-carbonitrile (16 mg, 0.06 mmol) dissolved in DMSO (1 mL) in a microwave vial. The reaction was heated at 160° C. in the microwave for 30 min. Purification using preparative HPLC gave (Z)-5-(diethylamino)-3-ethyl-N′-hydroxy-1-(4-hydroxyphenyl)-1H-pyrazole-4-carboximidamide (6.22 mg, 35%). Identification of the title compound by 1H-NMR showed that the oxime product w... Starting materials: C(C)C1=C(OC(C(=O)O)CC)C=CC=C1 ((2RS)-2-(2-ethylphenoxy)butyric acid), [Si](C)(C)(C(C)(C)C)O[C@@H]1C=C2C=C[C@@H]([C@@H]([C@H]2[C@H](C1)O)CC[C@@H]1C[C@H](CC(O1)=O)O[Si](C)(C)C(C)(C)C)C ((4R,6R)-6-{(1S,2S,6S,8S,8aR)-2-[1,2,6,7,8,8a-hexahydro-6-t-butyldimethylsilyloxy-8-hydroxy-2-methyl-1-naphthyl]ethyl}tetrahydro-4-t-butyldimethylsilyloxy-2H-pyran-2-one). Product: [Si](C)(C)(C(C)(C)C)O[C@@H]1C=C2C=C[C@@H]([C@@H]([C@H]2[C@H](C1)OC(C(CC)OC1=C(C=CC=C1)CC)=O)CC[C@@H]1C[C@H](CC(O1)=O)O[Si](C)(C)C(C)(C)C)C ((4R,6R)-6-([1S,2S,6S,8S,8aR]-2-{1,2,6,7,8,8a-Hexahydro-6-t-butyldimethylsilyloxy-8-[(2RS)-2-(2-ethylphenoxy)butyryloxy]-2-methyl-1-naphthyl}ethyl)tetrahydro-4-t-butyldimethylsilyloxy-2H-pyran-2-one). The yield is 121.4%. As a reaction SMILES: [CH2:1]([C:3]1[CH:15]=[CH:14][CH:13]=[CH:12][C:4]=1[O:5][CH:6]([CH2:10][CH3:11])[C:7]([OH:9])=[O:8])[CH3:2].[Si:16]([O:23][C@H:24]1[CH2:33][C@H:32](O)[C@H:31]2[C:26]([CH:27]=[CH:28][C@H:29]([CH3:52])[C@@H:30]2[CH2:35][CH2:36][C@H:37]2[O:42][C:41](=[O:43])[CH2:40][C@H:39]([O:44][Si:45]([C:48]([CH3:51])([CH3:50])[CH3:49])([CH3:47])[CH3:46])[CH2:38]2)=[CH:25]1)([C:19]([CH3:22])([CH3:21])[CH3:20])([CH3:18])[CH3:17]>>[Si:16]([O:23][C@H:24]1[CH2:33][C@H:32]([O:8][C:7](=[O:9])[CH:6]([O:5][C:4]2[CH:12]=[CH:13][CH:14]=[CH:15][C:3]=2[CH2:1][CH3:2])[CH2:10][CH3:11])[C@H:31]2[C:26]([CH:27]=[CH:28][C@H:29]([CH3:52])[C@@H:30]2[CH2:35][CH2:36][C@H:37]2[O:42][C:41](=[O:43])[CH2:40][C@H:39]([O:44][Si:45]([C:48]([CH3:51])([CH3:50])[CH3:49])([CH3:46])[CH3:47])[CH2:38]2)=[CH:25]1)([C:19]([CH3:20])([CH3:21])[CH3:22])([CH3:18])[CH3:17]. Reported procedure: A procedure similar to that described in Example 1, above, was followed, but using 416 mg of (2RS)-2-(2-ethylphenoxy)butyric acid and 551 mg of (4R,6R)-6-{(1S,2S,6S,8S,8aR)-2-[1,2,6,7,8,8a-hexahydro-6-t-butyldimethylsilyloxy-8-hydroxy-2-methyl-1-naphthyl]ethyl}tetrahydro-4-t-butyldimethylsilyloxy-2H-pyran-2-one [prepared as described in Example B, above], to give 900 mg of the title compound as a colorless foam. The reactants are C(C)(=O)C=1SC=CC1 (acetyl-thiophene), C(CCC)N (n-butylamine). Reagents/catalysts: C(=O)O (formic acid). Run in C1(=CC=CC=C1)C (toluene). The product is C(CCC)N.C(C)(=O)C=1SC=CC1 (acetylthiophene N-n-butylamine). Yield: 90.4%. RXN SMILES: [C:1]([C:4]1[S:5][CH:6]=[CH:7][CH:8]=1)(=[O:3])[CH3:2].[CH2:9]([NH2:13])[CH2:10][CH2:11][CH3:12]>C1(C)C=CC=CC=1.C(O)=O>[CH2:9]([NH2:13])[CH2:10][CH2:11][CH3:12].[C:1]([C:4]1[S:5][CH:6]=[CH:7][CH:8]=1)(=[O:3])[CH3:2] |f:4.5|. Procedure details: 756 g (6 moles) of acetyl-thiophene and 613 g (8.4 moles) of n-butylamine are azeotropically dehydrated in 2598 g of toluene in the presence of 15 g of formic acid. It is then concentrated under vacuum and mixtures of toluene and amine are thus recovered; 1081.6 g of acetylthiophene N-n-butylamine at 90% purity are obtained, namely a yield of 89.6%. As a reaction SMILES: [O:1]=[C:2]([CH2:8][CH3:9])[CH2:3][C:4]([O:6][CH3:7])=[O:5].[C:10]1([CH:16]([C:20]2[CH:25]=[CH:24][CH:23]=[CH:22][CH:21]=2)[CH2:17]CO)[CH:15]=[CH:14][CH:13]=[CH:12][CH:11]=1>C1(C)C=CC=CC=1>[C:10]1([CH:16]([C:20]2[CH:21]=[CH:22][CH:23]=[CH:24][CH:25]=2)[CH2:17][CH2:7][O:6][C:4](=[O:5])[CH2:3][C:2](=[O:1])[CH2:8][CH3:9])[CH:15]=[CH:14][CH:13]=[CH:12][CH:11]=1. Product: C1(=CC=CC=C1)C(CCOC(CC(CC)=O)=O)C1=CC=CC=C1 ((3,3-diphenylpropane-1-yl)3-oxopentanoate). Starting materials: O=C(CC(=O)OC)CC (methyl 3-oxopentanoate), C1(=CC=CC=C1)C(CCO)C1=CC=CC=C1 (3,3-diphenylpropanol). Procedure: 3.0 g (23.1 mg) of methyl 3-oxopentanoate and 4.9 g (23.1 mg) of 3,3-diphenylpropanol were stirred in 60 ml of toluene under heating at 100° C. overnight. Toluene was distilled out under reduced pressure to obtain the title compound. Conditions: temperature 100 celsius. Solvent: C1(=CC=CC=C1)C (toluene). Reactants: O=C([O-])[O-], CCO, Cl, [K+], [K+], NNC(N)=O, O, O=C(c1ccccc1)c1cc2ccncc2[nH]1. Yields the product NC(=O)NN=C(c1ccccc1)c1cc2ccncc2[nH]1. Reaction SMILES: [C:24](=[O:25])([O-:26])[O-:27].[CH3:31][CH2:32][OH:33].[ClH:18].[K+:28].[K+:29].[NH2:19][NH:20][C:21](=[O:22])[NH2:23].[OH2:30].[c:1]1([C:7](=[O:8])[c:9]2[cH:10][c:11]3[c:12]([cH:13][n:14][cH:15][cH:16]3)[nH:17]2)[cH:2][cH:3][cH:4][cH:5][cH:6]1>>[c:1]1([C:7]([c:9]2[cH:10][c:11]3[c:12]([cH:13][n:14][cH:15][cH:16]3)[nH:17]2)=[N:19][NH:20][C:21](=[O:22])[NH2:23])[cH:2][cH:3][cH:4][cH:5][cH:6]1. Reactants: ClC=1N=NC(=CC1C1CCC1)Cl (3,6-Dichloro-4-cyclobutylpyridazine), O.NN (hydrazine hydrate). Run in O1CCOCC1 (dioxane). Product: ClC=1N=NC(=CC1C1CCC1)NN (3-Chloro-4-cyclobutyl-6-hydrazinopyridazine). Reaction SMILES: [Cl:1][C:2]1[N:3]=[N:4][C:5](Cl)=[CH:6][C:7]=1[CH:8]1[CH2:11][CH2:10][CH2:9]1.O.[NH2:14][NH2:15]>O1CCOCC1>[Cl:1][C:2]1[N:3]=[N:4][C:5]([NH:14][NH2:15])=[CH:6][C:7]=1[CH:8]1[CH2:11][CH2:10][CH2:9]1 |f:1.2|. Reported procedure: 3,6-Dichloro-4-cyclobutylpyridazine (22.5 g, 0.11 mol) and hydrazine hydrate (34 ml, 0.66 mol) were heated at reflux in dioxane (280 ml) for 24 hours. Upon cooling the desired isomer crystallized from the reaction and was collected by filtration (13.3 g, 64%). 1H NMR (250 MHz , d6-DMSO) 1.68-1.86 (1H, m), 2.00-2.11 (3H, m), 2.29-2.38 (2H, m), 3.52-3.61 (1H, m), 4.35 (2H, br), 6.99 (1H, s), 8.06 (1H, br); MS (ES+) m/e 198 [MH]+, 200 [MH]+.